Dataset: the Open Reaction Database (ORD), a public repository of structured organic reaction records. Task: describe an organic reaction: reactants, conditions, products, and yield Starting materials: C1(=CC=CC=C1)P(C1=CC=CC=C1)C1=CC=CC=C1 (triphenylphosphine), C([O-])([O-])=O.[Na+].[Na+] (sodium carbonate), ClC=1C=C(C2=C(C=C(C(O2)C(F)(F)F)C(=O)OCC)C1)I (ethyl 6-chloro-8-iodo-2-(trifluoromethyl)-2H-1-benzopyran-3-carboxylate), COC=1C=C(C=CC1)B(O)O (3-methoxyphenylboronic acid). The reagents and catalysts are C(C)(=O)[O-].[Pd+2].C(C)(=O)[O-] (palladium (II) acetate). Solvent: O (water), C(CC)O (1-propanol). Reaction conditions: time 0.5 hour. Yields the product ClC=1C=C(C2=C(C=C(C(O2)C(F)(F)F)C(=O)OCC)C1)C1=CC(=CC=C1)OC (ethyl 6-chloro-8-(3-methoxyphenyl)-2-(trifluoromethyl)-2H-1-benzopyran-3-carboxylate). RXN SMILES: [Cl:1][C:2]1[CH:3]=[C:4](I)[C:5]2[O:10][CH:9]([C:11]([F:14])([F:13])[F:12])[C:8]([C:15]([O:17][CH2:18][CH3:19])=[O:16])=[CH:7][C:6]=2[CH:20]=1.[CH3:22][O:23][C:24]1[CH:25]=[C:26](B(O)O)[CH:27]=[CH:28][CH:29]=1.C1(P(C2C=CC=CC=2)C2C=CC=CC=2)C=CC=CC=1.C(=O)([O-])[O-].[Na+].[Na+]>C(O)CC.C([O-])(=O)C.[Pd+2].C([O-])(=O)C.O>[Cl:1][C:2]1[CH:3]=[C:4]([C:28]2[CH:27]=[CH:26][CH:25]=[C:24]([O:23][CH3:22])[CH:29]=2)[C:5]2[O:10][CH:9]([C:11]([F:14])([F:13])[F:12])[C:8]([C:15]([O:17][CH2:18][CH3:19])=[O:16])=[CH:7][C:6]=2[CH:20]=1 |f:3.4.5,7.8.9|. Procedure details: In a 100 mL round bottomed flask under nitrogen, ethyl 6-chloro-8-iodo-2-(trifluoromethyl)-2H-1-benzopyran-3-carboxylate (Example 73, Step 2) (1.00 g, 2.31 mmol) and 3-methoxyphenylboronic acid (0.369 g, 2.43 mmol) were dissolved in 1-propanol (50 mL). The mixture was stirred at room temperature for 0.5 hours, allowing for the solids to dissolve. The resulting solution was treated with palladium (II) acetate (0.016 g, 0.0693 mmol), triphenylphosphine (0.055 g, 0.208 mmol), sodium carbonate (0.29... Reactants: C1(CC=CCC1)C1=C(C(C(=O)OC)=CC(=C1NC(C)=O)Cl)O (methyl 3-(3-cyclohexenyl)-4-acetylamino-5-chlorosalicylate), FC(C(=O)O)(F)F (trifluoroacetic acid). Reaction conditions: time 8 hour. Product: C(C)(=O)NC1=C(C=C(C=2OC3C(C21)CCCC3)C(=O)OC)Cl (methyl 1-acetylamino-2-chloro-5a,6,7,8,9,9a-hexahydrodibenzofuran-4-carboxylate). RXN SMILES: [CH:1]1([C:7]2[C:16]([NH:17][C:18](=[O:20])[CH3:19])=[C:15]([Cl:21])[CH:14]=[C:9]([C:10]([O:12][CH3:13])=[O:11])[C:8]=2[OH:22])[CH2:6][CH2:5][CH:4]=[CH:3][CH2:2]1.FC(F)(F)C(O)=O>>[C:18]([NH:17][C:16]1[C:7]2[CH:1]3[CH2:6][CH2:5][CH2:4][CH2:3][CH:2]3[O:22][C:8]=2[C:9]([C:10]([O:12][CH3:13])=[O:11])=[CH:14][C:15]=1[Cl:21])(=[O:20])[CH3:19]. Procedure details: A mixture of 1.2 g of methyl 3-(3-cyclohexenyl)-4-acetylamino-5-chlorosalicylate and 5 ml trifluoroacetic acid are stirred at room temperature overnight. The acid is removed under vacuum and the residue diluted with ether, washed with sodium bicarbonate, then water, dried and evaporated to dryness to give crude methyl 1-acetylamino-2-chloro-5a,6,7,8,9,9a-hexahydrodibenzofuran-4-carboxylate. This product is purified by flash chromatography using 10% ethyl acetate/hexane to give pure product. The reactants are CC1=C(C(=CC=C1)C)CS(=O)(=O)C=1C=C2/C(/C(NC2=CC1)=O)=C/C1=C(C(=C(N1)C)C(=O)O)C (5-[5-(2,6-dimethyl-phenylmethanesulfonyl)-2-oxo-1,2-dihydro-indol-(3Z)-ylidenemethyl]-2,4-dimethyl-1H-pyrrole-3-carboxylic acid), CN1CCNCC1 (1-methyl-piperazine), C=1C=CC2=C(C1)N=NN2O (HOBt), CCN=C=NCCCN(C)C.Cl (EDAC.HCl), TEA. The solvent is CN(C)C=O (DMF). Run at time 8 hour. The product is CC1=C(NC(=C1C(=O)N1CCN(CC1)C)C)\C=C\1/C(NC2=CC=C(C=C12)S(=O)(=O)CC1=C(C=CC=C1C)C)=O (3-[1-[3,5-Dimethyl-4-(4-methyl-piperazine-1-carbonyl)-1H-pyrrol-2-yl]-meth-(Z)-ylidene]-5-(2,6-dimethyl-phenylmethanesulfonyl)-1,3-dihydro-indol-2-one). As a reaction SMILES: [CH3:1][C:2]1[CH:7]=[CH:6][CH:5]=[C:4]([CH3:8])[C:3]=1[CH2:9][S:10]([C:13]1[CH:14]=[C:15]2[C:19](=[CH:20][CH:21]=1)[NH:18][C:17](=[O:22])/[C:16]/2=[CH:23]\[C:24]1[NH:28][C:27]([CH3:29])=[C:26]([C:30](O)=[O:31])[C:25]=1[CH3:33])(=[O:12])=[O:11].[CH3:34][N:35]1[CH2:40][CH2:39][NH:38][CH2:37][CH2:36]1.C1C=CC2N(O)N=NC=2C=1.CCN=C=NCCCN(C)C.Cl>CN(C=O)C>[CH3:33][C:25]1[C:26]([C:30]([N:38]2[CH2:39][CH2:40][N:35]([CH3:34])[CH2:36][CH2:37]2)=[O:31])=[C:27]([CH3:29])[NH:28][C:24]=1/[CH:23]=[C:16]1\[C:17](=[O:22])[NH:18][C:19]2[C:15]\1=[CH:14][C:13]([S:10]([CH2:9][C:3]1[C:2]([CH3:1])=[CH:7][CH:6]=[CH:5][C:4]=1[CH3:8])(=[O:11])=[O:12])=[CH:21][CH:20]=2 |f:3.4|. Reported procedure: A mixture of 5-[5-(2,6-dimethyl-phenylmethanesulfonyl)-2-oxo-1,2-dihydro-indol-(3Z)-ylidenemethyl]-2,4-dimethyl-1H-pyrrole-3-carboxylic acid (120 mg, 0.26 mmol), 1-methyl-piperazine (1.2 eq.), HOBt (1.2 eq.), EDAC.HCl (1.2 eq.) and TEA (3 eq.) in DMF (0.2 M) was stirred at rt for overnight. The reaction was concentrated, diluted with DCM, washed with water, dried and concentrated. The residue was triturated with ethyl ether to give the titled compound. Reactants: NC1=CC=C(C=C1)C (p-Toluidine), CC(=O)C (Acetone), C(C)(=O)O[BH-](OC(C)=O)OC(C)=O.[Na+] (Sodium triacetoxyborohydride). The solvent is C(Cl)Cl (DCM), ClCCCl (DCE). Reaction conditions: time 18 hour. Product: C(C)(C)NC1=CC=C(C=C1)C (Isopropyl-p-tolyl-amine). The yield is 97.5%. Reaction SMILES: [NH2:1][C:2]1[CH:7]=[CH:6][C:5]([CH3:8])=[CH:4][CH:3]=1.[CH3:9][C:10]([CH3:12])=O.C(O[BH-](OC(=O)C)OC(=O)C)(=O)C.[Na+]>ClCCCl.C(Cl)Cl>[CH:10]([NH:1][C:2]1[CH:7]=[CH:6][C:5]([CH3:8])=[CH:4][CH:3]=1)([CH3:12])[CH3:9] |f:2.3|. Procedure details: To a stirred solution of 5.65 g (52.7 mmol) p-Toluidine and 3.21 g (55.4 mmol, 1.05 equiv) Acetone in 50 mL DCE is added 14.52 g (68.5 mmol, 1.3 equiv) Sodium triacetoxyborohydride and stirred 18 h at ambient temperature. The reaction mixture is diluted with DCM (200 mL), washed successively with H2O (75 mL), satd. NaHCO3 (75 mL), and brine (75 mL), dried (MgSO4), filtered and concentrated in vacuo to give 7.67 g (51.4 mmol) of Isopropyl-p-tolyl-amine as a pale amber oil: 1H NMR (CDCl3, 300 MHz)... The reactants are BrCCO (2-bromoethanol), ONC(C1=CC=C(C=C1)C(C(C)(C)C)=O)=O (N-hydroxy-4-pivaloylbenzamide), [OH-].[Na+] (sodium hydroxide). Solvent: C(C)O (ethanol), O (water). Run at temperature 55 celsius. The product is OCCONC(C1=CC=C(C=C1)C(C(C)(C)C)=O)=O (N-(2-hydroxyethoxy)-4-pivaloylbenzamide). As a reaction SMILES: [OH:1][NH:2][C:3](=[O:16])[C:4]1[CH:9]=[CH:8][C:7]([C:10](=[O:15])[C:11]([CH3:14])([CH3:13])[CH3:12])=[CH:6][CH:5]=1.[OH-].[Na+].Br[CH2:20][CH2:21][OH:22]>C(O)C.O>[OH:22][CH2:21][CH2:20][O:1][NH:2][C:3](=[O:16])[C:4]1[CH:5]=[CH:6][C:7]([C:10](=[O:15])[C:11]([CH3:13])([CH3:12])[CH3:14])=[CH:8][CH:9]=1 |f:1.2|. Reported procedure: To a solution of 4.0 grams (18.1 mmol) of N-hydroxy-4-pivaloylbenzamide in 10 milliliters of ethanol is added an aqueous solution of 725 milligrams (18.1 mmol) of sodium hydroxide in 1 milliliter of water. To this is added 1.67 milliliters (23.6 mmol) of 2-bromoethanol; and the resulting mixture is heated at 55° C. for 24 hours. The mixture is cooled to 20° C., concentrated, and extracted 3 times with 10 milliliters of chloroform. The combined extracts are washed with 15 milliliters of water and... Starting materials: CC(C)(C)[O-].[K+] (KOtBu), O=C1CN(C1)C(=O)OC(C)(C)C (tert-butyl 3-oxoazetidine-1-carboxylate). The reagents and catalysts are [Br-].C[P+](C1=CC=CC=C1)(C1=CC=CC=C1)C1=CC=CC=C1 (methyltriphenylphosphonium bromide). Solvent: CCOCC (ether), CCOCC (ether). Run at time 1.5 hour. The product is C=C1CN(C1)C(=O)OC(C)(C)C (tert-butyl 3-methyleneazetidine-1-carboxylate). The yield is 78.6%. Reaction SMILES: [CH3:1]C([O-])(C)C.[K+].O=[C:8]1[CH2:11][N:10]([C:12]([O:14][C:15]([CH3:18])([CH3:17])[CH3:16])=[O:13])[CH2:9]1>CCOCC.[Br-].C[P+](C1C=CC=CC=1)(C1C=CC=CC=1)C1C=CC=CC=1>[CH2:1]=[C:8]1[CH2:11][N:10]([C:12]([O:14][C:15]([CH3:18])([CH3:17])[CH3:16])=[O:13])[CH2:9]1 |f:0.1,4.5|. Procedure details: To a 0° C. mixture of KOtBu (5.90 g, 52.6 mmol) in 95 mL ether was added methyltriphenylphosphonium bromide (18.8 g, 52.6 mmol). The reaction mixture was warmed to ambient temperature and stirred 1.5 hours. A solution of tert-butyl 3-oxoazetidine-1-carboxylate (4.50 g, 26.3 mmol) in 10 mL ether was added. The reaction mixture was heated to reflux for 2 hours, then cooled to ambient temperature. Solids were removed by vacuum filtration through compressed Celite and rinsed with ether, and the filt...